From a dataset of the Open Reaction Database (ORD), a public repository of structured organic reaction records. describe an organic reaction: reactants, conditions, products, and yield Yields the product N#Cc1ccc2[nH]cc(CCNCc3ccccc3)c2c1. Reaction SMILES: [BH4-:23].[CH3:25][CH2:26][OH:27].[CH:1](=[O:2])[c:3]1[cH:4][cH:5][cH:6][cH:7][cH:8]1.[NH2:9][CH2:10][CH2:11][c:12]1[cH:13][nH:14][c:15]2[cH:16][cH:17][c:18]([C:21]#[N:22])[cH:19][c:20]12.[Na+:24]>>[CH2:1]([c:3]1[cH:4][cH:5][cH:6][cH:7][cH:8]1)[NH:9][CH2:10][CH2:11][c:12]1[cH:13][nH:14][c:15]2[cH:16][cH:17][c:18]([C:21]#[N:22])[cH:19][c:20]12. Starting materials: [BH4-], CCO, O=Cc1ccccc1, N#Cc1ccc2[nH]cc(CCN)c2c1, [Na+].